This data is from the Open Reaction Database (ORD), a public repository of structured organic reaction records. The task is: describe an organic reaction: reactants, conditions, products, and yield The reactants are CNCCO (2-methylamino-ethanol), ClC(=O)OCC1=CC=CC=C1 (benzyl chloroformate), OCCC1NCCCC1 (2-(2-hydroxyethyl)-piperidine), ClC(=O)OCCCC (butyl chloroformate), C(C)C(CN)(CO)CC (2,2-diethyl-3-hydroxypropylamine), ClC(=O)OCC (ethyl chloroformate), alkyl N-(hydroxy-alkyl)-carbamates, OCCC1NCCCC1 (2-(2-hydroxyethyl)-piperidine), amino alcohols, chloroformates, ClC(=O)OC (methyl chloroformate), C(O)([O-])=O.[Na+] (sodium hydrogen carbonate). The solvent is C(Cl)(Cl)Cl (chloroform), C(C)N(CC)CC (triethylamine), O1CCCC1 (tetrahydrofuran), C1=CC=CC=C1 (benzene), C(C)N(CC)CC (triethylamine), C(C)N(CC)CC (triethylamine). The product is OCCC1N(CCCC1)NC(OC)=O (methyl 2-(2-hydroxyethyl)-piperidinyl-carbamate). RXN SMILES: [CH3:1][NH:2][CH2:3][CH2:4]O.Cl[C:7]([O:9][CH2:10]C1C=CC=CC=1)=[O:8].[OH:17][CH2:18][CH2:19]C1CCCCN1.ClC(OCC[CH2:32][CH3:33])=O.C(C(CC)(CO)C[NH2:38])C.ClC(OCC)=O.ClC(OC)=O.C(=O)([O-])O.[Na+]>C(Cl)(Cl)Cl.O1CCCC1.C1C=CC=CC=1.C(N(CC)CC)C>[OH:17][CH2:18][CH2:19][CH:3]1[CH2:4][CH2:33][CH2:32][CH2:1][N:2]1[NH:38][C:7](=[O:8])[O:9][CH3:10] |f:7.8|. Procedure details: It has already been disclosed that alkyl N-(hydroxy-alkyl)-carbamates can be obtained by reacting amino alcohols with chloroformates. This reaction is customarily carried out in an inert organic solvent in the presence of an acid acceptor at temperatures from -20° C. to +20° C. Examples which may be mentioned are the reaction of 2-methylamino-ethanol with benzyl chloroformate and triethylamine in chloroform at 20° C. (DE-A 3,239,390), of 2-(2-hydroxyethyl)-piperidine with butyl chloroformate and... Starting materials: FC(C=1C=C2C(C(NC2=CC1)=O)=O)(F)F (5-trifluoromethylisatin), Cl.NCC(=O)C1=CC=C(C=C1)C1=CC=CC=C1 (2-amino-4'-phenylacetophenone, hydrochloride), [OH-].[Na+] (sodium hydroxide). The solvent is O (water), O (water), C(C)O (ethanol), O1CCCC1 (tetrahydrofuran). Yields the product NC=1C(=NC2=CC=C(C=C2C1C(=O)O)C(F)(F)F)C1=CC=C(C=C1)C1=CC=CC=C1 (3-Amino-2-[1,1'-biphenyl]-4-yl-6-trifluoromethyl-4-quinolinecarboxylic acid). RXN SMILES: [F:1][C:2]([F:15])([F:14])[C:3]1[CH:4]=[C:5]2[C:9](=[CH:10][CH:11]=1)[NH:8][C:7](=[O:12])[C:6]2=O.Cl.[NH2:17][CH2:18][C:19]([C:21]1[CH:26]=[CH:25][C:24]([C:27]2[CH:32]=[CH:31][CH:30]=[CH:29][CH:28]=2)=[CH:23][CH:22]=1)=O.[OH-:33].[Na+]>O.C(O)C.O1CCCC1>[NH2:17][C:18]1[C:19]([C:21]2[CH:26]=[CH:25][C:24]([C:27]3[CH:32]=[CH:31][CH:30]=[CH:29][CH:28]=3)=[CH:23][CH:22]=2)=[N:8][C:9]2[C:5]([C:6]=1[C:7]([OH:33])=[O:12])=[CH:4][C:3]([C:2]([F:15])([F:14])[F:1])=[CH:11][CH:10]=2 |f:1.2,3.4|. Procedure details: To a solution of 6.45 g of 5-trifluoromethylisatin (J. Org. Chem., 1344, 42, 1977) in 70 ml of 2.5N sodium hydroxide at 90°-95° C. was added a warm solution of 10.55 g of 2-amino-4'-phenylacetophenone, hydrochloride in 75 ml of water, 75 ml of ethanol and 50 ml of tetrahydrofuran over 30 minutes. The mixture was refluxed 1.5 hours, then the organic solvents were boiled off, the mixture diluted with 125 ml of water and filtered while still warm. The recovered solid was dissolved in 500 ml of hot ... Yield: 2.0%. The product is C1(CC1)C1=NNC(=C1)NC=1C2=C(N=C(N1)N1C(CCCC1)C(=O)NC=1C=NC(=CC1)F)CCC2 (1-(4-(3-cyclopropyl-1H-pyrazol-5-ylamino)-6,7-dihydro-5H-cyclopenta[d]pyrimidin-2-yl)-N-(6-fluoropyridin-3-yl)piperidine-2-carboxamide). The reactants are FC1=CC=C(C=N1)N (6-fluoropyridin-3-amine), solution, C(C)(C)[Mg]Cl (isopropylmagnesium chloride), C1(CC1)C1=NNC(=C1)NC=1C2=C(N=C(N1)N1C(CCCC1)C(=O)OC)CCC2 (methyl 1-(4-(3-cyclopropyl-1H-pyrazol-5-ylamino)-6,7-dihydro-5H-cyclopenta[d]pyrimidin-2-yl)piperidine-2-carboxylate), resultant mixture. Reaction SMILES: [F:1][C:2]1[N:7]=[CH:6][C:5]([NH2:8])=[CH:4][CH:3]=1.C([Mg]Cl)(C)C.[CH:14]1([C:17]2[CH:21]=[C:20]([NH:22][C:23]3[C:24]4[CH2:41][CH2:40][CH2:39][C:25]=4[N:26]=[C:27]([N:29]4[CH2:34][CH2:33][CH2:32][CH2:31][CH:30]4[C:35](OC)=[O:36])[N:28]=3)[NH:19][N:18]=2)[CH2:16][CH2:15]1>C1COCC1>[CH:14]1([C:17]2[CH:21]=[C:20]([NH:22][C:23]3[C:24]4[CH2:41][CH2:40][CH2:39][C:25]=4[N:26]=[C:27]([N:29]4[CH2:34][CH2:33][CH2:32][CH2:31][CH:30]4[C:35]([NH:8][C:5]4[CH:6]=[N:7][C:2]([F:1])=[CH:3][CH:4]=4)=[O:36])[N:28]=3)[NH:19][N:18]=2)[CH2:15][CH2:16]1. Solvent: C1CCOC1 (THF), C1CCOC1 (THF), C1CCOC1 (THF). Reported procedure: To a solution of 6-fluoropyridin-3-amine (586 mg, 5.2 mmol) in dry THF (20 mL) was added 2M solution of isopropylmagnesium chloride in THF (2.6 mL, 5.2 mmol) dropwise under nitrogen at 0° C. The resultant mixture was stirred at 0° C. for 20 min. To this solution was added a solution of methyl 1-(4-(3-cyclopropyl-1H-pyrazol-5-ylamino)-6,7-dihydro-5H-cyclopenta[d]pyrimidin-2-yl)piperidine-2-carboxylate (500 mg, 1.31 mmol) in THF (4 mL) dropwise at 0° C. and the reaction mixture was allowed to stir... Run at time 3 hour. The reactants are COC(C(N1N=NC2=C1C=C(C=C2)OC2=CC(=C(C(=C2)F)C(F)(F)F)Cl)C)OC (6-[(2-chloro-α,α,α,6-tetrafluoro-p-tolyl) oxy]-α-methyl-1H-benzotriazole-1-acetaldehyde dimethyl acetal), OS(=O)(=O)O (H2SO4). Run in O (water), C(Cl)Cl (methylene chloride), C(C)(=O)O (acetic acid). Run at temperature 70 celsius. Product: ClC1=C(C(=CC(=C1)OC=1C=CC2=C(N(N=N2)C(C=O)C)C1)F)C(F)(F)F (6-[(2-chloro-α,α,α,6-tetrafluoro-p-tolyl)oxy]-α-methyl-1H-benzotriazole-1-acetaldehyde). Reaction SMILES: C[O:2][CH:3](OC)[CH:4]([CH3:27])[N:5]1[C:9]2[CH:10]=[C:11]([O:14][C:15]3[CH:20]=[C:19]([F:21])[C:18]([C:22]([F:25])([F:24])[F:23])=[C:17]([Cl:26])[CH:16]=3)[CH:12]=[CH:13][C:8]=2[N:7]=[N:6]1.OS(O)(=O)=O>C(O)(=O)C.O.C(Cl)Cl>[Cl:26][C:17]1[CH:16]=[C:15]([O:14][C:11]2[CH:12]=[CH:13][C:8]3[N:7]=[N:6][N:5]([CH:4]([CH3:27])[CH:3]=[O:2])[C:9]=3[CH:10]=2)[CH:20]=[C:19]([F:21])[C:18]=1[C:22]([F:25])([F:24])[F:23]. Procedure details: A solution of 6-[(2-chloro-α,α,α,6-tetrafluoro-p-tolyl) oxy]-α-methyl-1H-benzotriazole-1-acetaldehyde dimethyl acetal (20 g, 0.046 mole) in acetic acid is treated with 47 ml of 2.5N H2SO4, heated for 12 hours at 70° C., cooled and diluted with water and methylene chloride. The phases are separated and the aqueous phase is extracted with methylene chloride. The combined organic phases are dried (MgSO4), filtered through a pad of Al2O3, and concentrated in vacuo to afford the title compound as a s... The reactants are CC(=O)Oc1cc(Br)c2oc(-c3ccc(OC(C)=O)c(F)c3)nc2c1, C=C[Sn](CCCC)(CCCC)CCCC, CCOCC, Cc1ccc(C)cc1. The product is C=Cc1cc(OC(C)=O)cc2nc(-c3ccc(OC(C)=O)c(F)c3)oc12. Reaction SMILES: [C:1]([CH3:2])(=[O:3])[O:4][c:5]1[c:6]([F:25])[cH:7][c:8](-[c:11]2[o:12][c:13]3[c:14]([n:15]2)[cH:16][c:17]([O:21][C:22]([CH3:23])=[O:24])[cH:18][c:19]3[Br:20])[cH:9][cH:10]1.[CH2:26]([CH2:27][CH2:39][CH3:40])[Sn:28]([CH2:29][CH2:30][CH2:31][CH3:32])([CH2:33][CH2:34][CH2:35][CH3:36])[CH:37]=[CH2:38].[CH2:49]([O:50][CH2:51][CH3:52])[CH3:53].[CH3:41][c:42]1[cH:43][cH:44][c:45]([CH3:46])[cH:47][cH:48]1>>[C:1]([CH3:2])(=[O:3])[O:4][c:5]1[c:6]([F:25])[cH:7][c:8](-[c:11]2[o:12][c:13]3[c:14]([n:15]2)[cH:16][c:17]([O:21][C:22]([CH3:23])=[O:24])[cH:18][c:19]3[CH:26]=[CH2:27])[cH:9][cH:10]1. As a reaction SMILES: [Cl:1][C:2]1[S:3][CH:4]=[CH:5][CH:6]=1.[Br:7][C:8]1[CH:9]=[N:10][C:11]([Cl:14])=[N:12][CH:13]=1>>[Br:7][C:8]1[C:9]([C:4]2[S:3][C:2]([Cl:1])=[CH:6][CH:5]=2)=[N:10][C:11]([Cl:14])=[N:12][CH:13]=1. Starting materials: ClC=1SC=CC1 (2-chlorothiophene), BrC=1C=NC(=NC1)Cl (5-bromo-2-chloropyrimidine). Procedure: The title compound was prepared from 2-chlorothiophene and 5-bromo-2-chloropyrimidine in a manner analogous to Example 249, Step 1. MS (M+H)+ 311. The product is BrC=1C(=NC(=NC1)Cl)C=1SC(=CC1)Cl (5-Bromo-2-chloro-4-(5-chlorothiophen-2-yl)pyrimidine). The reactants are COC1=C(C(=O)O)C=CC(=C1)OC (2,4 dimethoxybenzoic acid), NC=1C=NC=CC1N (3,4-diaminopyridine), solid. Solvent: P(=O)(Cl)(Cl)Cl (phosphorus oxychloride), P(=O)(Cl)(Cl)Cl (phosphorus oxychloride). The product is COC1=C(C=CC(=C1)OC)C=1NC2=C(C=NC=C2)N1 (2-(2,4-Dimethoxyphenyl)-1H-imidazo[4,5-c]pyridine). RXN SMILES: [CH3:1][O:2][C:3]1[CH:11]=[C:10]([O:12][CH3:13])[CH:9]=[CH:8][C:4]=1[C:5](O)=O.[NH2:14][C:15]1[CH:16]=[N:17][CH:18]=[CH:19][C:20]=1[NH2:21]>P(Cl)(Cl)(Cl)=O>[CH3:1][O:2][C:3]1[CH:11]=[C:10]([O:12][CH3:13])[CH:9]=[CH:8][C:4]=1[C:5]1[NH:21][C:20]2[CH:19]=[CH:18][N:17]=[CH:16][C:15]=2[N:14]=1. Reported procedure: A mixture of 2,4 dimethoxybenzoic acid (2.5 g) and 3,4-diaminopyridine (1.5 g) was ground to a fine powder and added portionwise to phosphorus oxychloride (50 ml) with stirring. The mixture was stirred and heated under reflux for 2.5 hours before excess phosphorus oxychloride was removed in vacuo. The residue was cooled, water (20 ml) added and the pH adjusted to 7 with ammonium hydroxide to yield a pale yellow solid which was collected, washed with water and dried. The solid was recrystallised ... Reaction SMILES: [CH3:1][O:2][C@@:3]1([CH3:42])[CH2:9][N:8](C(OC(C)(C)C)=O)[CH2:7][CH2:6][N:5]([C:17]2[CH:22]=[CH:21][CH:20]=[C:19]([N:23]3[C:31]4[CH:30]=[C:29]([C:32]5[CH:33]=[N:34][N:35]([CH2:37][C:38]([F:41])([F:40])[F:39])[CH:36]=5)[N:28]=[CH:27][C:26]=4[CH:25]=[N:24]3)[N:18]=2)[CH2:4]1.Cl>CO>[CH3:1][O:2][C@:3]1([CH3:42])[CH2:4][N:5]([C:17]2[N:18]=[C:19]([N:23]3[C:31]4[CH:30]=[C:29]([C:32]5[CH:33]=[N:34][N:35]([CH2:37][C:38]([F:40])([F:39])[F:41])[CH:36]=5)[N:28]=[CH:27][C:26]=4[CH:25]=[N:24]3)[CH:20]=[CH:21][CH:22]=2)[CH2:6][CH2:7][NH:8][CH2:9]1. Conditions: time 4 hour. Product: CO[C@]1(CNCCN(C1)C1=CC=CC(=N1)N1N=CC=2C=NC(=CC21)C=2C=NN(C2)CC(F)(F)F)C ((S)-1-(6-(6-Methoxy-6-methyl-1,4-diazepan-1-yl)pyridin-2-yl)-6-(1-(2,2,2-trifluoroethyl)-1H-pyrazol-4-yl)-1H-pyrazolo[4,3-c]pyridine). The yield is 90.7%. The reactants are CO[C@@]1(CN(CCN(C1)C(=O)OC(C)(C)C)C1=NC(=CC=C1)N1N=CC=2C=NC(=CC21)C=2C=NN(C2)CC(F)(F)F)C ((R)-tert-butyl 6-methoxy-6-methyl-4-(6-(6-(1-(2,2,2-trifluoroethyl)-1H-pyrazol-4-yl)-1H-pyrazolo[4,3-c]pyridin-1-yl)pyridin-2-yl)-1,4-diazepane-1-carboxylate), Cl (HCl). Run in CO (MeOH). Reported procedure: To a solution of (R)-tert-butyl 6-methoxy-6-methyl-4-(6-(6-(1-(2,2,2-trifluoroethyl)-1H-pyrazol-4-yl)-1H-pyrazolo[4,3-c]pyridin-1-yl)pyridin-2-yl)-1,4-diazepane-1-carboxylate (100 mg, 0.17 mmol) in MeOH (5 mL) was added HCl (conc., 5 mL). The mixture was stirred at room temperature for 4 hours. It was concentrated under reduced pressure. The crude was purified by reverse phase preparative HPLC to afford 261 as a white solid (75 mg, 91%). 1H NMR (500 MHz, DMSO-d6) δ (ppm) 9.16 (s, 1H), 8.70 (s, 1...